Dataset: the Open Reaction Database (ORD), a public repository of structured organic reaction records. Task: describe an organic reaction: reactants, conditions, products, and yield Reactants: C1CCOC1, CCO, CCOC(=O)C(C)c1ccc([N+](=O)[O-])c(O)c1. Product: CCOC(=O)C(C)c1ccc(N)c(O)c1. RXN SMILES: [CH2:18]1[O:19][CH2:20][CH2:21][CH2:22]1.[CH3:23][CH2:24][OH:25].[OH:1][c:2]1[cH:3][c:4]([CH:11]([C:12](=[O:13])[O:14][CH2:15][CH3:16])[CH3:17])[cH:5][cH:6][c:7]1[N+:8]([O-:9])=[O:10]>>[OH:1][c:2]1[cH:3][c:4]([CH:11]([C:12](=[O:13])[O:14][CH2:15][CH3:16])[CH3:17])[cH:5][cH:6][c:7]1[NH2:8]. Reactants: O1C(=CC=C1)C(CC(C)=O)=O (1-(2-furanyl)-1,3-butanedione), C(C)(=O)[O-].[NH4+] (ammonium acetate). The yield is 48.9%. Product: NC(=CC(=O)C=1OC=CC1)C (3-amino-1-(2-furanyl)-2-buten-1-one). The solvent is C1(=CC=CC=C1)C (toluene). Reaction SMILES: [O:1]1[CH:5]=[CH:4][CH:3]=[C:2]1[C:6](=[O:11])[CH2:7][C:8](=O)[CH3:9].C([O-])(=O)C.[NH4+:16]>C1(C)C=CC=CC=1>[NH2:16][C:8]([CH3:9])=[CH:7][C:6]([C:2]1[O:1][CH:5]=[CH:4][CH:3]=1)=[O:11] |f:1.2|. Procedure details: The intermediate 3-amino-1-(2-furanyl)-2-buten-1-one was prepared as follows: A mixture containing 165 g of 1-(2-furanyl)-1,3-butanedione, 700 ml of toluene and 200 g of ammonium acetate was azeotroped for six hours, cooled and concentrated to dryness in vacuo. The residue was dissolved in isopropyl alcohol, the solution treated with decolorizing charcoal and filtered, and the filtrate concentrated to remove the solvent. The remaining residue was recrystallized from ether-ethanol and dried at ro... The reactants are C=C(CCC(C)O)CC (5-methylene-2-heptanol), ClN1C(CCC1=O)=O (N-chlorosuccinimide), CSC (dimethyl sulfide), N#N (N2), C(Cl)(Cl)(Cl)Cl.C(=O)=O (carbon tetrachloride dry ice). Solvent: CCOCC (ether), C1(=CC=CC=C1)C (toluene), C1(=CC=CC=C1)C (toluene), C(C)N(CC)CC (triethylamine). Conditions: time 5 minute. Yields the product C=C(CCC(C)=O)CC (5-Methylene-2-heptanone). Isolated yield 36.2%. Reaction SMILES: N#N.C(Cl)(Cl)(Cl)Cl.C(=O)=O.[CH2:11]=[C:12]([CH2:18][CH3:19])[CH2:13][CH2:14][CH:15]([OH:17])[CH3:16].ClN1C(=O)CCC1=O.CSC>C1(C)C=CC=CC=1.CCOCC.C(N(CC)CC)C>[CH2:11]=[C:12]([CH2:18][CH3:19])[CH2:13][CH2:14][C:15](=[O:17])[CH3:16] |f:1.2|. Procedure details: With exclusion of moisture (N2) and cooling (-19° C., carbon tetrachloride-dry ice slush bath), a solution of 19.23 g 5-methylene-2-heptanol in toluene was added to a stirred mixture of 30.04 g N-chlorosuccinimide and 19.10 g dimethyl sulfide in toluene. The mixture was allowed to warm to ca 25° C. over a two-hour period. Then 23.2 g triethylamine was added. After five minutes, the reaction mixture was diluted two-fold with ether. Upon washing with 1% hydrochloric acid and then water, the organi... Reaction SMILES: [N:1]1([C:7]([O:9][C:10]([CH3:13])([CH3:12])[CH3:11])=[O:8])[CH2:6][CH2:5][NH:4][CH2:3][CH2:2]1.CCN(C(C)C)C(C)C.[Br:23][C:24]1[CH:29]=[CH:28][C:27]([S:30](Cl)(=[O:32])=[O:31])=[C:26]([CH3:34])[CH:25]=1.[NH4+].[Cl-]>C(Cl)Cl>[Br:23][C:24]1[CH:29]=[CH:28][C:27]([S:30]([N:4]2[CH2:5][CH2:6][N:1]([C:7]([O:9][C:10]([CH3:13])([CH3:12])[CH3:11])=[O:8])[CH2:2][CH2:3]2)(=[O:32])=[O:31])=[C:26]([CH3:34])[CH:25]=1 |f:3.4|. Reaction conditions: time 18 hour. Procedure: To a solution of 1,1-dimethylethyl 1-piperazinecarboxylate (1.86 g, 9.99 mmol, supplier Aldrich) and DIPEA (2.62 ml, 14.98 mmol) in dry DCM (20 ml) at 0° C. under argon was added 4-bromo-2-methylbenzenesulfonyl chloride (2.96 g, 10.99 mmol) and the resulting yellow solution allowed to warm to rt, then stirred at rt for 18 h. Semi-saturated NH4Cl (40 ml) was added, then the aq extracted with DCM (30 ml). The combined organics were passed through a hydrophobic frit, then concentrated in vacuo to g... Solvent: C(Cl)Cl (DCM). The product is BrC1=CC(=C(C=C1)S(=O)(=O)N1CCN(CC1)C(=O)OC(C)(C)C)C (1,1-Dimethylethyl 4-[(4-bromo-2-methylphenyl)sulfonyl]-1-piperazinecarboxylate). Starting materials: [NH4+].[Cl-] (NH4Cl), N1(CCNCC1)C(=O)OC(C)(C)C (1,1-dimethylethyl 1-piperazinecarboxylate), CCN(C(C)C)C(C)C (DIPEA), BrC1=CC(=C(C=C1)S(=O)(=O)Cl)C (4-bromo-2-methylbenzenesulfonyl chloride). The product is CC(C)(C)OC(=O)N1C(Cc2ccc(N)cc2)CCC1C(O[Si](C)(C)C(C)(C)C)c1ccccc1. The reactants are CC(C)(C)OC(=O)[O-], CC(C)(C)[Si](C)(C)OC(c1ccccc1)C1CCC(Cc2ccc(N)cc2)N1. As a reaction SMILES: [C:1]([O:2][C:3]([CH3:4])([CH3:5])[CH3:6])([O-:7])=[O:8].[C:9]([CH3:10])([CH3:11])([CH3:12])[Si:13]([O:14][CH:15]([CH:16]1[CH2:17][CH2:18][CH:19]([CH2:21][c:22]2[cH:23][cH:24][c:25]([NH2:26])[cH:27][cH:28]2)[NH:20]1)[c:29]1[cH:30][cH:31][cH:32][cH:33][cH:34]1)([CH3:35])[CH3:36]>>[C:1]([O:2][C:3]([CH3:4])([CH3:5])[CH3:6])(=[O:8])[N:20]1[CH:16]([CH:15]([O:14][Si:13]([C:9]([CH3:10])([CH3:11])[CH3:12])([CH3:35])[CH3:36])[c:29]2[cH:30][cH:31][cH:32][cH:33][cH:34]2)[CH2:17][CH2:18][CH:19]1[CH2:21][c:22]1[cH:23][cH:24][c:25]([NH2:26])[cH:27][cH:28]1. Reactants: ClC1=C(C=CC(=C1)Cl)C1=CC=CC2=CN(N=C12)C (7-(2,4-dichloro-phenyl)-2-methyl-2H-indazole), BrBr (bromine). The solvent is C(C)(=O)O (acetic acid). The product is EtOAc hexanes, BrC=1N(N=C2C(=CC=CC12)C1=C(C=C(C=C1)Cl)Cl)C (3-bromo-7-(2,4-dichloro-phenyl)-2-methyl-2H-indazole). Yield: 10.0%. RXN SMILES: [Cl:1][C:2]1[CH:7]=[C:6]([Cl:8])[CH:5]=[CH:4][C:3]=1[C:9]1[C:17]2[C:13](=[CH:14][N:15]([CH3:18])[N:16]=2)[CH:12]=[CH:11][CH:10]=1.[Br:19]Br>C(O)(=O)C>[Br:19][C:14]1[N:15]([CH3:18])[N:16]=[C:17]2[C:13]=1[CH:12]=[CH:11][CH:10]=[C:9]2[C:3]1[CH:4]=[CH:5][C:6]([Cl:8])=[CH:7][C:2]=1[Cl:1]. Reported procedure: To a solution of 7-(2,4-dichloro-phenyl)-2-methyl-2H-indazole (0.659 g, 2.38 mmol) in 2 mL of acetic acid was added bromine (0.122 mL, 2.38 mmol) dropwise. The yellow-orange solution was stirred for 15 m, in which time an orange solid precipitated. The mixture was concentrated to a yellow solid, which was partitioned between 20 mL of a 10% aqueous NaOH solution and 20 mL of diethyl ether. The organic layer was washed with 20 mL of a saturated aqueous NaCl solution, dried over MgSO4, filtered, an... The reactants are COc1cc(C(OC)OC)cc([N+](=O)[O-])c1OS(=O)(=O)C(F)(F)F, CC#N, CCOC(C)=O, O=C[O-], CC(=O)[O-], CC(=O)[O-], [Pd+2]. The product is COc1cc(C(OC)OC)cc([N+](=O)[O-])c1. As a reaction SMILES: [CH3:1][O:2][CH:3]([c:4]1[cH:5][c:6]([O:21][CH3:22])[c:7]([O:13][S:14]([C:15]([F:16])([F:17])[F:18])(=[O:19])=[O:20])[c:8]([N+:10](=[O:11])[O-:12])[cH:9]1)[O:23][CH3:24].[CH3:25][C:26]#[N:27].[CH3:31][CH2:32][O:33][C:34]([CH3:35])=[O:36].[CH:28]([O-:29])=[O:30].[O-:38][C:39]([CH3:40])=[O:41].[O-:42][C:43]([CH3:44])=[O:45].[Pd+2:37]>>[CH3:1][O:2][CH:3]([c:4]1[cH:5][c:6]([O:21][CH3:22])[cH:7][c:8]([N+:10](=[O:11])[O-:12])[cH:9]1)[O:23][CH3:24].